Dataset: the Open Reaction Database (ORD), a public repository of structured organic reaction records. Task: describe an organic reaction: reactants, conditions, products, and yield Starting materials: N1C(N)=NC=2N=CNC2C1=S (thioguanine), C(C(=O)C1=CC=CC=C1)Br (phenacyl bromide), C([O-])([O-])=O.[K+].[K+] (potassium carbonate). Run in CN(C=O)C (N,N-dimethylformamide). Run at time 20 hour. The product is NC1=NC(=C2NC=NC2=N1)SCCC(=O)C1=CC=CC=C1 (2-Amino-6-[(phenacylmethyl)thio]purine). The yield is 68.8%. RXN SMILES: [NH:1]1[C:10](=[S:11])[C:9]2[NH:8][CH:7]=[N:6][C:5]=2[N:4]=[C:2]1[NH2:3].[CH2:12](Br)[C:13]([C:15]1[CH:20]=[CH:19][CH:18]=[CH:17][CH:16]=1)=[O:14].[C:22](=O)([O-])[O-].[K+].[K+]>CN(C)C=O>[NH2:3][C:2]1[N:4]=[C:5]2[C:9]([NH:8][CH:7]=[N:6]2)=[C:10]([S:11][CH2:22][CH2:12][C:13]([C:15]2[CH:20]=[CH:19][CH:18]=[CH:17][CH:16]=2)=[O:14])[N:1]=1 |f:2.3.4|. Procedure details: A mixture of thioguanine (8.36 g), phenacyl bromide (9.95 g) and potassium carbonate (7.60 g) in N,N-dimethylformamide (100 cm3) was stirred at ambient temperature for 20 hours. The reaction mixture was filtered and the filtrate evaporated to give a cream solid. Recrystallisation from boiling methanol (100 cm3) gave 10.3 g (72.2%) of the title compound m.p. 204°-205° C.